Dataset: the Open Reaction Database (ORD), a public repository of structured organic reaction records. Task: describe an organic reaction: reactants, conditions, products, and yield The reactants are CCOC(=O)C(=O)OCC, C1CCOC1, CC(C)(C)[O-], COc1cc(C(C)=O)cc(OC)c1OC, [Cl-], [K+], [NH4+]. The product is CCOC(=O)C(=O)C=C(O)c1cc(OC)c(OC)c(OC)c1. RXN SMILES: [C:22]([C:23](=[O:24])[O:25][CH2:26][CH3:27])(=[O:28])[O:29][CH2:30][CH3:31].[CH2:34]1[O:35][CH2:36][CH2:37][CH2:38]1.[CH3:16][C:17]([CH3:18])([O-:19])[CH3:20].[CH3:1][O:2][c:3]1[cH:4][c:5]([C:13]([CH3:14])=[O:15])[cH:6][c:7]([O:11][CH3:12])[c:8]1[O:9][CH3:10].[Cl-:32].[K+:21].[NH4+:33]>>[CH3:1][O:2][c:3]1[cH:4][c:5]([C:13](=[CH:14][C:22]([C:23](=[O:24])[O:25][CH2:26][CH3:27])=[O:28])[OH:15])[cH:6][c:7]([O:11][CH3:12])[c:8]1[O:9][CH3:10]. Starting materials: N#CCBr, Oc1ccc(Br)cc1F, O=C([O-])[O-], [K+], [K+], CN(C)C=O. Product: N#CCOc1ccc(Br)cc1F. Reaction SMILES: [Br:1][CH2:2][C:3]#[N:4].[Br:5][c:6]1[cH:7][c:8]([F:13])[c:9]([OH:12])[cH:10][cH:11]1.[C:14](=[O:15])([O-:16])[O-:17].[K+:18].[K+:19].[O:20]=[CH:21][N:22]([CH3:23])[CH3:24]>>[CH2:2]([C:3]#[N:4])[O:12][c:9]1[c:8]([F:13])[cH:7][c:6]([Br:5])[cH:11][cH:10]1. Reactants: N1(CCOCC1)C=1C=CC2=C(NCCS2(=O)=O)C1 (6-morpholin-4-yl-3,4-dihydro-2H-1,4-benzothiazine 1,1-dioxide), C=1C=CC(=CC1)P(C=2C=CC=CC2)C3=CC=C4C=CC=CC4=C3C5=C6C=CC=CC6=CC=C5P(C=7C=CC=CC7)C=8C=CC=CC8 (BINAP), ClC1=C(C(=NC2=CC(=C(C=C12)Cl)OC)C)C (4,6-dichloro-7-methoxy-2,3-dimethylquinoline), C([O-])([O-])=O.[Cs+].[Cs+] (cesium carbonate). The reagents and catalysts are C=1C=CC(=CC1)/C=C/C(=O)/C=C/C2=CC=CC=C2.C=1C=CC(=CC1)/C=C/C(=O)/C=C/C2=CC=CC=C2.C=1C=CC(=CC1)/C=C/C(=O)/C=C/C2=CC=CC=C2.[Pd].[Pd] (Pd2(dba)3). Solvent: O1CCOCC1 (1,4-dioxane). Yields the product ClC=1C=C2C(=C(C(=NC2=CC1OC)C)C)N1CCS(C2=C1C=C(C=C2)N2CCOCC2)(=O)=O (4-(6-Chloro-7-methoxy-2,3-dimethyl-4-quinolinyl)-6-(4-morpholinyl)-3,4-dihydro-2H-1,4-benzothiazine 1,1-dioxide). As a reaction SMILES: [N:1]1([C:7]2[CH:8]=[CH:9][C:10]3[S:15](=[O:17])(=[O:16])[CH2:14][CH2:13][NH:12][C:11]=3[CH:18]=2)[CH2:6][CH2:5][O:4][CH2:3][CH2:2]1.Cl[C:20]1[C:29]2[C:24](=[CH:25][C:26]([O:31][CH3:32])=[C:27]([Cl:30])[CH:28]=2)[N:23]=[C:22]([CH3:33])[C:21]=1[CH3:34].C(=O)([O-])[O-].[Cs+].[Cs+].C1C=CC(P(C2C(C3C(P(C4C=CC=CC=4)C4C=CC=CC=4)=CC=C4C=3C=CC=C4)=C3C(C=CC=C3)=CC=2)C2C=CC=CC=2)=CC=1>O1CCOCC1.C1C=CC(/C=C/C(/C=C/C2C=CC=CC=2)=O)=CC=1.C1C=CC(/C=C/C(/C=C/C2C=CC=CC=2)=O)=CC=1.C1C=CC(/C=C/C(/C=C/C2C=CC=CC=2)=O)=CC=1.[Pd].[Pd]>[Cl:30][C:27]1[CH:28]=[C:29]2[C:24](=[CH:25][C:26]=1[O:31][CH3:32])[N:23]=[C:22]([CH3:33])[C:21]([CH3:34])=[C:20]2[N:12]1[C:11]2[CH:18]=[C:7]([N:1]3[CH2:2][CH2:3][O:4][CH2:5][CH2:6]3)[CH:8]=[CH:9][C:10]=2[S:15](=[O:17])(=[O:16])[CH2:14][CH2:13]1 |f:2.3.4,7.8.9.10.11|. Procedure details: Prepared according to procedure T using 6-morpholin-4-yl-3,4-dihydro-2H-1,4-benzothiazine 1,1-dioxide (0.134 g, 0.5 mmol), 4,6-dichloro-7-methoxy-2,3-dimethylquinoline (0.256 g, 1 mmol), cesium carbonate (0.326 g, 1 mmol), Pd2(dba)3 (0.046 g, 0.05 mmol) and (±) BINAP (0.047 g, 0.075 mmol) in 1,4-dioxane (2 mL). After purification by HPLC 4-(6-chloro-7-methoxy-2,3-dimethyl-4-quinolinyl)-6-(4-morpholinyl)-3,4-dihydro-2H-1,4-benzothiazine 1,1-dioxide was obtained. 1H NMR (500 MHz, DMSO-d6) δ ppm 8.... Starting materials: CC(C)(C)OC(=O)N1CCc2cc(NC(=O)C3CCC4CN3C(=O)N4O)ccc2C1, ClCCl, O=S(=O)=O, c1ccncc1, c1ccncc1. Product: CC(C)(C)OC(=O)N1CCc2cc(NC(=O)C3CCC4CN3C(=O)N4OS(=O)(=O)O)ccc2C1. As a reaction SMILES: [C:1]([CH3:2])([CH3:3])([CH3:4])[O:5][C:6](=[O:7])[N:8]1[CH2:9][c:10]2[cH:11][cH:12][c:13]([NH:18][C:19](=[O:20])[CH:21]3[N:22]4[C:23](=[O:30])[N:24]([OH:29])[CH:25]([CH2:26][CH2:27]3)[CH2:28]4)[cH:14][c:15]2[CH2:16][CH2:17]1.[Cl:41][CH2:42][Cl:43].[S:37](=[O:38])(=[O:39])=[O:40].[cH:44]1[cH:45][cH:46][n:47][cH:48][cH:49]1.[n:31]1[cH:32][cH:33][cH:34][cH:35][cH:36]1>>[C:1]([CH3:2])([CH3:3])([CH3:4])[O:5][C:6](=[O:7])[N:8]1[CH2:9][c:10]2[cH:11][cH:12][c:13]([NH:18][C:19](=[O:20])[CH:21]3[N:22]4[C:23](=[O:30])[N:24]([O:29][S:37](=[O:38])(=[O:39])[OH:40])[CH:25]([CH2:26][CH2:27]3)[CH2:28]4)[cH:14][c:15]2[CH2:16][CH2:17]1. The solvent is CC(=O)C (acetone). RXN SMILES: [Cl:1][C:2]1[CH:7]=[CH:6][CH:5]=[CH:4][C:3]=1[C:8]1[C:14]2[CH:15]=[C:16]([N+:19]([O-:21])=[O:20])[CH:17]=[CH:18][C:13]=2[NH:12][C:11](=[O:22])[CH:10]([CH3:23])[N:9]=1.[C:24](=O)([O-])[O-].[K+].[K+].S(OC)(OC)(=O)=O.C(O)(=O)C>CC(C)=O>[Cl:1][C:2]1[CH:7]=[CH:6][CH:5]=[CH:4][C:3]=1[C:8]1[C:14]2[CH:15]=[C:16]([N+:19]([O-:21])=[O:20])[CH:17]=[CH:18][C:13]=2[N:12]([CH3:24])[C:11](=[O:22])[CH:10]([CH3:23])[N:9]=1 |f:1.2.3|. Run at time 2 hour. The reactants are C([O-])([O-])=O.[K+].[K+] (potassium carbonate), S(=O)(=O)(OC)OC (dimethyl sulphate), ClC1=C(C=CC=C1)C1=NC(C(NC2=C1C=C(C=C2)[N+](=O)[O-])=O)C ((+)-5-(o-chlorophenyl)-1,3-dihydro-3-methyl-7-nitro-2H-1,4-benzodiazepin-2-one), C([O-])([O-])=O.[K+].[K+] (potassium carbonate), S(=O)(=O)(OC)OC (dimethyl sulphate), C(C)(=O)O (acetic acid). Procedure details: 10 g of (+)-5-(o-chlorophenyl)-1,3-dihydro-3-methyl-7-nitro-2H-1,4-benzodiazepin-2-one are dissolved in 100 ml of acetone and treated with 6.3 g of potassium carbonate and 3.5 ml of dimethyl sulphate. After stirring for 2 hours at room temperature, a further 1 g of potassium carbonate and 1 ml of dimethyl sulphate are added, after which the mixture is stirred for a further hour at room temperature. The mixture is treated with 3 ml of glacial acetic acid and the acetone is distilled off. The resi... Product: ClC1=C(C=CC=C1)C1=NC(C(N(C2=C1C=C(C=C2)[N+](=O)[O-])C)=O)C ((+)-5-(o-chlorophenyl)--1,3-dihydro-1,3-dimethyl-7-nitro-2H-1,4-benzodiazepin-2-one).